Dataset: the Open Reaction Database (ORD), a public repository of structured organic reaction records. Task: describe an organic reaction: reactants, conditions, products, and yield The reactants are C(CCCCCCCCCCCCCCC)(=O)OC(CC(=O)N[C@@H](CCCCNC(=O)OCC1=CC=CC=C1)C(=O)N[C@@H]([C@H](O)C)C(=O)O)CCCCCCCCCCCCCCC (N-[Nα -(3-hexadecanoyloxyoctadecanoyl)-Nε -benzyloxycarbonyl-L-lysyl]-L-threonine). Reagents/catalysts: [Pd] (palladium black). Solvent: O1CCCC1 (tetrahydrofuran). The product is C(CCCCCCCCCCCCCCC)(=O)OC(CC(=O)N[C@@H](CCCCN)C(=O)N[C@@H]([C@H](O)C)C(=O)O)CCCCCCCCCCCCCCC (N-[N-(3-hexadecanoyloxyoctadecanoyl)-L-lysyl]-L-threonine). Isolated yield 63.6%. Reaction SMILES: [C:1]([O:18][CH:19]([CH2:50][CH2:51][CH2:52][CH2:53][CH2:54][CH2:55][CH2:56][CH2:57][CH2:58][CH2:59][CH2:60][CH2:61][CH2:62][CH2:63][CH3:64])[CH2:20][C:21]([NH:23][C@H:24]([C:40]([NH:42][C@H:43]([C:47]([OH:49])=[O:48])[C@@H:44]([CH3:46])[OH:45])=[O:41])[CH2:25][CH2:26][CH2:27][CH2:28][NH:29]C(OCC1C=CC=CC=1)=O)=[O:22])(=[O:17])[CH2:2][CH2:3][CH2:4][CH2:5][CH2:6][CH2:7][CH2:8][CH2:9][CH2:10][CH2:11][CH2:12][CH2:13][CH2:14][CH2:15][CH3:16]>O1CCCC1.[Pd]>[C:1]([O:18][CH:19]([CH2:50][CH2:51][CH2:52][CH2:53][CH2:54][CH2:55][CH2:56][CH2:57][CH2:58][CH2:59][CH2:60][CH2:61][CH2:62][CH2:63][CH3:64])[CH2:20][C:21]([NH:23][C@H:24]([C:40]([NH:42][C@H:43]([C:47]([OH:49])=[O:48])[C@@H:44]([CH3:46])[OH:45])=[O:41])[CH2:25][CH2:26][CH2:27][CH2:28][NH2:29])=[O:22])(=[O:17])[CH2:2][CH2:3][CH2:4][CH2:5][CH2:6][CH2:7][CH2:8][CH2:9][CH2:10][CH2:11][CH2:12][CH2:13][CH2:14][CH2:15][CH3:16]. Procedure: N-[Nα -(3-hexadecanoyloxyoctadecanoyl)-Nε -benzyloxycarbonyl-L-lysyl]-L-threonine (2.4 g) prepared by the method of Example 40 was dissolved in tetrahydrofuran (30 ml), and palladium black (0.3 g) added thereto. The mixture was subjected to catalytic hydrogenation at atmospheric pressure. The reaction mixture was filtered and the filtrate was concentrated under reduced pressure. The residue was purified by column chromatography on silica gel. Elution with a mixture of chloroform and methanol (50... As a reaction SMILES: [C:1]([CH3:2])([CH3:3])([CH3:4])[O:5][C:6]([C:7]([CH3:8])([CH3:9])[S:10][c:11]1[s:12][cH:13][c:14]([CH2:16][CH2:17][NH:18][CH2:19][CH2:20][CH2:21][CH2:22][CH2:23][CH2:24][CH3:25])[n:15]1)=[O:26].[CH3:47][N:48]([CH3:49])[CH:50]=[O:51].[CH:37]([N:38]([CH2:39][CH3:40])[CH:41]([CH3:42])[CH3:43])([CH3:44])[CH3:45].[F:27][c:28]1[cH:29][cH:30][c:31]([N+:34](=[O:35])[O-:36])[cH:32][cH:33]1.[OH2:46]>>[C:1]([CH3:2])([CH3:3])([CH3:4])[O:5][C:6]([C:7]([CH3:8])([CH3:9])[S:10][c:11]1[s:12][cH:13][c:14]([CH2:16][CH2:17][N:18]([CH2:19][CH2:20][CH2:21][CH2:22][CH2:23][CH2:24][CH3:25])[c:28]2[cH:29][cH:30][c:31]([N+:34](=[O:35])[O-:36])[cH:32][cH:33]2)[n:15]1)=[O:26]. The product is CCCCCCCN(CCc1csc(SC(C)(C)C(=O)OC(C)(C)C)n1)c1ccc([N+](=O)[O-])cc1. Starting materials: CCCCCCCNCCc1csc(SC(C)(C)C(=O)OC(C)(C)C)n1, CN(C)C=O, CCN(C(C)C)C(C)C, O=[N+]([O-])c1ccc(F)cc1, O. Starting materials: CN1C(C(C2=CC=CC=C12)(C)C)CC#N ((1,3,3-trimethyl-2,3-dihydro-1H-indol-2-yl)acetonitrile), CO/C=C/C=C/1\S(C2=C(C1=O)C=CC=C2)(=O)=O ((2Z)-2-[(2E)-3-methoxyprop-2-en-1-ylidene]-1-benzothiophen-3(2H)-one 1,1-dioxide), green crystals. Conditions: temperature 210 celsius. Product: O=S1(\C(\C(C2=C1C=CC=C2)=O)=C/C=C/C(/C#N)=C\2/N(C1=CC=CC=C1C2(C)C)C)=O ((2Z,3E,5Z)-5-(1,1-dioxido-3-oxo-1-benzothiophen-2(3H)-ylidene)-2-(1,3,3-trimethyl-1,3-dihydro-2H-indol-2-ylidene)pent-3-enenitrile). Reaction SMILES: [CH3:1][N:2]1[C:10]2[C:5](=[CH:6][CH:7]=[CH:8][CH:9]=2)[C:4]([CH3:12])([CH3:11])[CH:3]1[CH2:13][C:14]#[N:15].CO/[CH:18]=[CH:19]/[CH:20]=[C:21]1\[S:22](=[O:32])(=[O:31])[C:23]2[CH:30]=[CH:29][CH:28]=[CH:27][C:24]=2[C:25]\1=[O:26]>>[O:31]=[S:22]1(=[O:32])[C:23]2[CH:30]=[CH:29][CH:28]=[CH:27][C:24]=2[C:25](=[O:26])/[C:21]/1=[CH:20]/[CH:19]=[CH:18]/[C:13](=[C:3]1/[N:2]([CH3:1])[C:10]2[C:5]([C:4]/1([CH3:12])[CH3:11])=[CH:6][CH:7]=[CH:8][CH:9]=2)/[C:14]#[N:15]. Procedure: A mixture of (1,3,3-trimethyl-2,3-dihydro-1H-indol-2-yl)acetonitrile (397 mg, 2.00 mmol) and (2Z)-2-[(2E)-3-methoxyprop-2-en-1-ylidene]-1-benzothiophen-3(2H)-one 1,1-dioxide (501 mg, 2.00 mmol) were placed in a 10-mL one-necked round bottom flask. The flask was heated in an oil bath at 210° C. for 2 hours and then cooled to room temperature. The reaction mixture was extracted with dichloromethane (100 mL). The organic solution was passed through a short silica column, the dichloromethane was eva... Reactants: 3, FC(F)(F)C1=C(C(=O)Cl)C=CC=C1 ((trifluoromethyl)benzoyl chloride), CC(COC1=C(C=CC=C1)N)C (2-(2-methylpropoxy)benzenamine), C([O-])([O-])=O.[K+].[K+] (potassium carbonate). The solvent is ClCCl (dichloromethane), ClCCl (dichloromethane). Product: CC(COC1=C(C=CC=C1)NC(C1=CC(=CC=C1)C(F)(F)F)=O)C (N-[2-(2-Methylpropoxy)phenyl]-3-(trifluoromethyl)benzamide). RXN SMILES: [F:1][C:2]([C:5]1[CH:13]=[CH:12][CH:11]=[CH:10][C:6]=1C(Cl)=O)([F:4])[F:3].[CH3:14][CH:15]([CH3:25])[CH2:16][O:17][C:18]1[CH:23]=[CH:22][CH:21]=[CH:20][C:19]=1[NH2:24].[C:26](=O)([O-])[O-:27].[K+].[K+]>ClCCl>[CH3:14][CH:15]([CH3:25])[CH2:16][O:17][C:18]1[CH:23]=[CH:22][CH:21]=[CH:20][C:19]=1[NH:24][C:26](=[O:27])[C:12]1[CH:11]=[CH:10][CH:6]=[C:5]([C:2]([F:1])([F:3])[F:4])[CH:13]=1 |f:2.3.4|. Procedure: A solution of 12.5 g of 3.(trifluoromethyl)benzoyl chloride in 60 ml of dichloromethane is added dropwise to a suspension of 9.9 g of 2-(2-methylpropoxy)benzenamine and 33 g of potassium carbonate in 90 ml of dichloromethane, cooled in an ice-bath. Reactants: CO (methanol), NC1=C(C(=O)C2=CC=C(C=C2)CCNC(=O)OC(C)(C)C)C=C(C=C1)Cl (2-amino-4′-(2-tert-butoxycarbonylaminoethyl)-5-chlorobenzophenone), [BH4-].[Na+] (sodium borohydride). Run in C(C)OC(C)=O (acetic acid ethyl ester). Reaction conditions: time 30 minute. Yields the product NC1=C(C(C2=CC=C(C=C2)CCNC(=O)OC(C)(C)C)O)C=C(C=C1)Cl (2-amino-5-chloro-α-[4-(2-tert-butoxycarbonylaminoethyl)phenyl]benzyl alcohol). Isolated yield 109.4%. As a reaction SMILES: CO.[NH2:3][C:4]1[CH:27]=[CH:26][C:25]([Cl:28])=[CH:24][C:5]=1[C:6]([C:8]1[CH:13]=[CH:12][C:11]([CH2:14][CH2:15][NH:16][C:17]([O:19][C:20]([CH3:23])([CH3:22])[CH3:21])=[O:18])=[CH:10][CH:9]=1)=[O:7].[BH4-].[Na+]>C(OC(=O)C)C>[NH2:3][C:4]1[CH:27]=[CH:26][C:25]([Cl:28])=[CH:24][C:5]=1[CH:6]([OH:7])[C:8]1[CH:9]=[CH:10][C:11]([CH2:14][CH2:15][NH:16][C:17]([O:19][C:20]([CH3:23])([CH3:21])[CH3:22])=[O:18])=[CH:12][CH:13]=1 |f:2.3|. Procedure details: To a methanol (40 ml) solution of 2-amino-4′-(2-tert-butoxycarbonylaminoethyl)-5-chlorobenzophenone (2.0 g) was added sodium borohydride (0.5 g). The mixture was stirred for 30 minutes at room temperature, to which was added acetic acid ethyl ester (100 ml). The mixture was washed with water and, then, dried over anhydrous MgSO4, followed by distilling off the solvent. The residue was purified by means of a silica gel column chromatography to give the object 2-amino-5-chloro-α-[4-(2-tert-butoxyc...